describe an organic reaction: reactants, conditions, products, and yield From a dataset of the Open Reaction Database (ORD), a public repository of structured organic reaction records. Reactants: FC(F)(F)c1ccc(C2CCCN2)cc1, O=S(=O)(Cl)c1ccccc1. The product is O=S(=O)(c1ccccc1)N1CCCC1c1ccc(C(F)(F)F)cc1. RXN SMILES: [F:1][C:2]([c:3]1[cH:4][cH:5][c:6]([CH:9]2[NH:10][CH2:11][CH2:12][CH2:13]2)[cH:7][cH:8]1)([F:14])[F:15].[c:16]1([S:22](=[O:23])(=[O:24])[Cl:25])[cH:17][cH:18][cH:19][cH:20][cH:21]1>>[F:1][C:2]([c:3]1[cH:4][cH:5][c:6]([CH:9]2[N:10]([S:22]([c:16]3[cH:17][cH:18][cH:19][cH:20][cH:21]3)(=[O:23])=[O:24])[CH2:11][CH2:12][CH2:13]2)[cH:7][cH:8]1)([F:14])[F:15].